Dataset: the Open Reaction Database (ORD), a public repository of structured organic reaction records. Task: describe an organic reaction: reactants, conditions, products, and yield Starting materials: NC=1C=C(C(=O)NC=2C=NC(=CC2)C(F)(F)F)C=CC1N (3,4-diamino-N-(6-trifluoromethylpyridin-3-yl)-benzamide), C(C)(C)(C)OC(CCC1=CC(=C(C(=C1)Cl)C=O)Cl)=O (3-(3,5-dichloro-4-formylphenyl)-propionic acid tert butyl ester). Yields the product ClC=1C=C(C=C(C1C1=NC2=C(N1)C=C(C=C2)C(NC=2C=NC(=CC2)C(F)(F)F)=O)Cl)CCC(=O)O (3-{3,5-Dichloro-4-[6-(6-trifluoromethylpyridin-3-ylcarbamoyl)-1H-benzoimidazol-2-yl]-phenyl}-propionic acid). RXN SMILES: [NH2:1][C:2]1[CH:3]=[C:4]([CH:18]=[CH:19][C:20]=1[NH2:21])[C:5]([NH:7][C:8]1[CH:9]=[N:10][C:11]([C:14]([F:17])([F:16])[F:15])=[CH:12][CH:13]=1)=[O:6].C([O:26][C:27](=[O:40])[CH2:28][CH2:29][C:30]1[CH:35]=[C:34]([Cl:36])[C:33]([CH:37]=O)=[C:32]([Cl:39])[CH:31]=1)(C)(C)C>>[Cl:36][C:34]1[CH:35]=[C:30]([CH2:29][CH2:28][C:27]([OH:40])=[O:26])[CH:31]=[C:32]([Cl:39])[C:33]=1[C:37]1[NH:1][C:2]2[CH:3]=[C:4]([C:5](=[O:6])[NH:7][C:8]3[CH:9]=[N:10][C:11]([C:14]([F:17])([F:15])[F:16])=[CH:12][CH:13]=3)[CH:18]=[CH:19][C:20]=2[N:21]=1. Procedure: The title compound was prepared from 3,4-diamino-N-(6-trifluoromethylpyridin-3-yl)-benzamide (from Example 6-36) and 3-(3,5-dichloro-4-formylphenyl)-propionic acid tert butyl ester analogous to Example 6-25. 1H NMR (MeOD, 400 MHz): δ 9.07 (d, 1H), 8.54 (dd, 1H), 8.35 (s, 1H), 7.99 (dd, 1H), 7.84 (dd, 1H), 7.76 (d, 1H), 7.52 (s, 2H), 3.01 (t, 2H), 2.69 (t, 2H); MS (m/z) 523.01 (M+1), Retention time=1.06 min (Method 10).